This data is from the Open Reaction Database (ORD), a public repository of structured organic reaction records. The task is: describe an organic reaction: reactants, conditions, products, and yield Starting materials: COC(CN=C(C1=CC=CC=C1)C1=CC=CC=C1)=O ((benzhydrylidene-amino)-acetic acid methyl ester), C(C=C)NCC=C (diallylamine), CC(=O)O (AcOH), [BH3-]C#N.[Na+] (NaCNBH3), COC=1N=C2C(=CC=NC2=CC1)C=O (6-methoxy-[1,5]naphthyridine-4-carbaldehyde). The reagents and catalysts are C(F)(F)(F)S(=O)(=O)[O-].C(F)(F)(F)S(=O)(=O)[O-].[Zn+2] (Zn(OTf)2). The solvent is C1(=CC=CC=C1)C (toluene), CC(OCC)=O (EA). Run at time 8 hour. Product: COC(C(C(C1=CC=NC2=CC=C(N=C12)OC)O)NC(C1=CC=CC=C1)C1=CC=CC=C1)=O (2-(benzhydryl-amino)-3-hydroxy-3-(6-methoxy-[1,5]naphthyridin-4-yl)-propionic acid methyl ester). The yield is 66.3%. Reaction SMILES: [CH3:1][O:2][C:3]1[N:4]=[C:5]2[C:10](=[CH:11][CH:12]=1)[N:9]=[CH:8][CH:7]=[C:6]2[CH:13]=[O:14].[CH3:15][O:16][C:17](=[O:33])[CH2:18][N:19]=[C:20]([C:27]1[CH:32]=[CH:31][CH:30]=[CH:29][CH:28]=1)[C:21]1[CH:26]=[CH:25][CH:24]=[CH:23][CH:22]=1.C(NCC=C)C=C.CC(O)=O.[BH3-]C#N.[Na+]>C1(C)C=CC=CC=1.C(S([O-])(=O)=O)(F)(F)F.C(S([O-])(=O)=O)(F)(F)F.[Zn+2].CC(=O)OCC>[CH3:15][O:16][C:17](=[O:33])[CH:18]([NH:19][CH:20]([C:27]1[CH:32]=[CH:31][CH:30]=[CH:29][CH:28]=1)[C:21]1[CH:26]=[CH:25][CH:24]=[CH:23][CH:22]=1)[CH:13]([OH:14])[C:6]1[C:5]2[C:10](=[CH:11][CH:12]=[C:3]([O:2][CH3:1])[N:4]=2)[N:9]=[CH:8][CH:7]=1 |f:4.5,7.8.9|. Procedure: A mixture of Zn(OTf)2 (0.064 g, 0.17 mmol) and 6-methoxy-[1,5]naphthyridine-4-carbaldehyde (0.5 g, 2.6 mmol) and molecular sieves (4 Å, 0.66 g) in toluene (13 mL) at 0° C. was treated with (benzhydrylidene-amino)-acetic acid methyl ester (0.44 g, 1.7 mmol) and diallylamine (0.25 g, 1.7 mmol). The mixture was left at 4° C. over the weekend. The reaction was quenched by careful addition of Na2CO3 and filtered. The filtrate was diluted with EA and water and the 2 phases separated. The org. phase wa... Reactants: ClC=1C(=C2N=C(C(=NC2=CC1Cl)OC)OC)N(S(=O)(=O)CC)C (N-(6,7-dichloro-2,3-dimethoxyquinoxalin-5-yl)-N-(methyl)-ethanesulphonamide), Cl (hydrochloric acid). The solvent is O1CCOCC1 (dioxane). Product: ClC=1C(=C2NC(C(NC2=CC1Cl)=O)=O)N(S(=O)(=O)CC)C (N-(1,4-Dihydro-6,7-dichloro-2,3-dioxoquinoxaline-5-yl)-N-(methyl)-ethanesulphonamide). Yield: 101.9%. Reaction SMILES: [Cl:1][C:2]1[C:3]([N:17]([CH3:23])[S:18]([CH2:21][CH3:22])(=[O:20])=[O:19])=[C:4]2[C:9](=[CH:10][C:11]=1[Cl:12])[N:8]=[C:7]([O:13]C)[C:6]([O:15]C)=[N:5]2.Cl>O1CCOCC1>[Cl:1][C:2]1[C:3]([N:17]([CH3:23])[S:18]([CH2:21][CH3:22])(=[O:20])=[O:19])=[C:4]2[C:9](=[CH:10][C:11]=1[Cl:12])[NH:8][C:7](=[O:13])[C:6](=[O:15])[NH:5]2. Reported procedure: A mixture of N-(6,7-dichloro-2,3-dimethoxyquinoxalin-5-yl)-N-(methyl)-ethanesulphonamide (150 mg, 0.39 mmol), 2M hydrochloric acid (4 ml) and dioxane (8 ml) was heated at reflux for 16 hours, cooled, and concentrated under reduced pressure. The solid residue was suspended in water, filtered off, and washed with water and ether to give the title compound (140 mg, 99%) as a white solid, m.p. >300° C.